This data is from the Open Reaction Database (ORD), a public repository of structured organic reaction records. The task is: describe an organic reaction: reactants, conditions, products, and yield The reactants are COC(C(=O)C1=C(C=CC=C1)OC1=CC=CC=C1)=O (methyl-2-(2-phenoxyphenyl)-2-oxo-acetate), CNC(C(=NOC)C1=C(C=CC=C1)OC1=CC=CC=C1)=O (methyl-2-(2-phenoxyphenyl)-2-methoxyiminoacetamide). Product: CNC(/C(=N/OC)/C1=C(C=CC=C1)CCC1=CC=CC=C1)=O ((E)-N-methyl-2-(2-phenylethylphenyl)-2-methoxyiminoacetamide). Reaction SMILES: CO[C:3](=O)[C:4]([C:6]1[CH:11]=[CH:10][CH:9]=[CH:8][C:7]=1OC1C=CC=CC=1)=O.[CH3:20][NH:21][C:22](=[O:40])[C:23]([C:27]1[CH:32]=[CH:31][CH:30]=[CH:29][C:28]=1OC1C=CC=CC=1)=[N:24][O:25][CH3:26]>>[CH3:20][NH:21][C:22](=[O:40])/[C:23](/[C:27]1[CH:32]=[CH:31][CH:30]=[CH:29][C:28]=1[CH2:3][CH2:4][C:6]1[CH:11]=[CH:10][CH:9]=[CH:8][CH:7]=1)=[N:24]/[O:25][CH3:26]. Procedure details: Some examples for production of methyl-2-(2-phenoxyphenyl)-2-oxo-acetate, which is the intermediate compound for methyl-2-(2-phenoxyphenyl)-2-methoxyiminoacetamide, are as follows: Reported procedure: L-Tyrosine (1.00 kg, 5.52 mol) is suspended in 2B anhydrous ethanol (5.0 L). Anhydrous hydrogen chloride is introduced into this suspension initially at ambient temperature for 2.5 hours at which time the temperature rises to 56° C. The resulting clear solution is refluxed for 5 hours with continued introduction of a slow stream of hydrogen chloride. The solution is allowed to cool overnight and completion of precipitation of product is induced by the addition of t-butyl methyl ether (12.0 L). T... Yields the product Cl.C(C)OC([C@@H](N)CC1=CC=C(C=C1)O)=O (L-tyrosine ethyl ester monohydrochloride). Starting materials: N[C@@H](CC1=CC=C(C=C1)O)C(=O)O (L-Tyrosine), Cl (hydrogen chloride), C(C)O (ethanol), 2B, Cl (hydrogen chloride). Reaction SMILES: [NH2:1][C@H:2]([C:11]([OH:13])=[O:12])[CH2:3][C:4]1[CH:9]=[CH:8][C:7]([OH:10])=[CH:6][CH:5]=1.[ClH:14].[CH2:15](O)[CH3:16]>>[ClH:14].[CH2:15]([O:12][C:11](=[O:13])[C@H:2]([CH2:3][C:4]1[CH:5]=[CH:6][C:7]([OH:10])=[CH:8][CH:9]=1)[NH2:1])[CH3:16] |f:3.4|. Reactants: C(C=C)(=O)OCCCCCCCCCC (decyl acrylate), sensitive adhesive layer ( s ), acrylic acid alkyl esters, C(C=C)(=O)OCCCCCCCC (octyl acrylate), C(C=C)(=O)OCC(CCCC)CC (2-ethylhexyl acrylate), polyvinyl acetate, C(C=C)(=O)O (acrylic acid), sensitive adhesive layer ( s ), monomer ( s ), C(C=C)(=O)OCC(CCCC)CC (2-ethylhexyl acrylate), C(C=C)(=O)O (acrylic acid). Yields the product alcohols, C(C=C)(=O)OCCCC (butyl acrylate). Procedure: Another preferred embodiment of the present invention is an adhesive system in which the pressure sensitive adhesive polymer of the filled support layer is comprised of from about 65 to 90 mole percent of non-tertiary acrylic acid alkyl esters formed of alcohols having from about 6 to about 12 carbon atoms, the remainder of the polymer being an ethylenically-unsaturated monomer unit containing at least one polar moiety, or a combination of such polar-moiety containing unit and a small amount of ... RXN SMILES: [C:1]([O:5][CH2:6][CH:7](CC)[CH2:8][CH2:9]CC)(=[O:4])[CH:2]=[CH2:3].C(OCCCCCCCC)(=O)C=C.C(OCCCCCCCCCC)(=O)C=C.C(O)(=O)C=C>>[C:1]([O:5][CH2:6][CH2:7][CH2:8][CH3:9])(=[O:4])[CH:2]=[CH2:3].